Task: describe an organic reaction: reactants, conditions, products, and yield. Dataset: the Open Reaction Database (ORD), a public repository of structured organic reaction records Starting materials: E9, FC=1C=C(C=CC1OC=1C=NC=C(C1)C(F)(F)F)CO ((3-fluoro-4-((5-(trifluoromethyl)pyridin-3-yl)oxy)phenyl)methanol), ClC=1C=C2N(C(N1)=O)CC(N2C)(C)C (7-chloro-1,2,2-trimethyl-2,3-dihydroimidazo[1,2-c]pyrimidin-5(1H)-one). Product: FC=1C=C(COC=2C=C3N(C(N2)=O)CC(N3C)(C)C)C=CC1OC=1C=NC=C(C1)C(F)(F)F (7-((3-fluoro-4-((5-(trifluoromethyl)pyridin-3-yl)oxy)benzyl)oxy)-1,2,2-trimethyl-2,3-dihydroimidazo[1,2-c]pyrimidin-5(1H)-one). RXN SMILES: [F:1][C:2]1[CH:3]=[C:4]([CH2:19][OH:20])[CH:5]=[CH:6][C:7]=1[O:8][C:9]1[CH:10]=[N:11][CH:12]=[C:13]([C:15]([F:18])([F:17])[F:16])[CH:14]=1.Cl[C:22]1[CH:23]=[C:24]2[N:31]([CH3:32])[C:30]([CH3:34])([CH3:33])[CH2:29][N:25]2[C:26](=[O:28])[N:27]=1>>[F:1][C:2]1[CH:3]=[C:4]([CH:5]=[CH:6][C:7]=1[O:8][C:9]1[CH:10]=[N:11][CH:12]=[C:13]([C:15]([F:16])([F:17])[F:18])[CH:14]=1)[CH2:19][O:20][C:22]1[CH:23]=[C:24]2[N:31]([CH3:32])[C:30]([CH3:34])([CH3:33])[CH2:29][N:25]2[C:26](=[O:28])[N:27]=1. Procedure details: The title compound was prepared by a procedure similar to that described for E9 starting from (3-fluoro-4-((5-(trifluoromethyl)pyridin-3-yl)oxy)phenyl)methanol and 7-chloro-1,2,2-trimethyl-2,3-dihydroimidazo[1,2-c]pyrimidin-5(1H)-one. Reactants: ClCCl, O=C(O)c1ccc(N2CCCNCC2)cc1, [Na+], O=C([O-])O, O=S(=O)(Cl)c1ccc2ccccc2c1. Product: O=C(O)c1ccc(N2CCCN(S(=O)(=O)c3ccc4ccccc4c3)CC2)cc1. Reaction SMILES: [Cl:36][CH2:37][Cl:38].[N:1]1([c:8]2[cH:9][cH:10][c:11]([C:12](=[O:13])[OH:14])[cH:15][cH:16]2)[CH2:2][CH2:3][NH:4][CH2:5][CH2:6][CH2:7]1.[Na+:35].[O-:31][C:32]([OH:33])=[O:34].[cH:17]1[c:18]([S:27](=[O:28])(=[O:29])[Cl:30])[cH:19][cH:20][c:21]2[cH:22][cH:23][cH:24][cH:25][c:26]12>>[N:1]1([c:8]2[cH:9][cH:10][c:11]([C:12](=[O:13])[OH:14])[cH:15][cH:16]2)[CH2:2][CH2:3][N:4]([S:27]([c:18]2[cH:17][c:26]3[c:21]([cH:20][cH:19]2)[cH:22][cH:23][cH:24][cH:25]3)(=[O:28])=[O:29])[CH2:5][CH2:6][CH2:7]1. Starting materials: N#N (N2), ClC1=NC=CC=C1CC(C=1C=NC=CC1)C=1C=NC=CC1 (2-chloro-3-(2,2-dipyridin-3-ylethyl)pyridine), C1(=C(C=CC=C1)N)N (phenylenediamine), CC(C)([O-])C.[Na+] (sodium tert-butoxide). The reagents and catalysts are C=1C=CC(=CC1)/C=C/C(=O)/C=C/C2=CC=CC=C2.C=1C=CC(=CC1)/C=C/C(=O)/C=C/C2=CC=CC=C2.C=1C=CC(=CC1)/C=C/C(=O)/C=C/C2=CC=CC=C2.[Pd].[Pd] (tris(dibenzylideneacetone)-dipalladium(0)), [CH-]1C=CC=C1P(C2=CC=CC=C2)C3=CC=CC=C3.[CH-]1C=CC=C1P(C2=CC=CC=C2)C3=CC=CC=C3.[Fe+2] (1,1-bis(diphenylphosphino)ferrocene). Solvent: C1(=CC=CC=C1)C (toluene). Yields the product N1=CC(=CC=C1)C(CC=1C(=NC=CC1)NC=1C(=CC=CC1)N)C=1C=NC=CC1 (N-[3-(2,2-dipyridin-3-ylethyl)pyridin-2-yl]benzene-1,2-diamine). Reaction SMILES: Cl[C:2]1[C:7]([CH2:8][CH:9]([C:16]2[CH:17]=[N:18][CH:19]=[CH:20][CH:21]=2)[C:10]2[CH:11]=[N:12][CH:13]=[CH:14][CH:15]=2)=[CH:6][CH:5]=[CH:4][N:3]=1.[C:22]1([NH2:29])[CH:27]=[CH:26][CH:25]=[CH:24][C:23]=1[NH2:28].CC(C)([O-])C.[Na+].N#N>C1(C)C=CC=CC=1.C1C=CC(/C=C/C(/C=C/C2C=CC=CC=2)=O)=CC=1.C1C=CC(/C=C/C(/C=C/C2C=CC=CC=2)=O)=CC=1.C1C=CC(/C=C/C(/C=C/C2C=CC=CC=2)=O)=CC=1.[Pd].[Pd].[CH-]1C(P(C2C=CC=CC=2)C2C=CC=CC=2)=CC=C1.[CH-]1C(P(C2C=CC=CC=2)C2C=CC=CC=2)=CC=C1.[Fe+2]>[N:12]1[CH:13]=[CH:14][CH:15]=[C:10]([CH:9]([C:16]2[CH:17]=[N:18][CH:19]=[CH:20][CH:21]=2)[CH2:8][C:7]2[C:2]([NH:28][C:23]3[C:22]([NH2:29])=[CH:27][CH:26]=[CH:25][CH:24]=3)=[N:3][CH:4]=[CH:5][CH:6]=2)[CH:11]=1 |f:2.3,6.7.8.9.10,11.12.13|. Procedure details: To a solution of 2-chloro-3-(2,2-dipyridin-3-ylethyl)pyridine in 160 mL toluene was added phenylenediamine (8.41 g), tris(dibenzylideneacetone)-dipalladium(0) (356 mg), 1,1-bis(diphenylphosphino)ferrocene (431 mg), and sodium tert-butoxide (2.24 g) under N2. The reaction was heated at 100 C under a stream of N2 for 14 h, then partitioned between saturated aqueous sodium bicarbonate and CH2Cl2. The aqueous solution was extracted with CH2Cl2 (3×), and the combined organic solutions were dried (Na2... The reactants are COC(=O)C1=C(O)c2ccc3ccccc3c2S(=O)(=O)N1C, Nc1ccccn1, Cc1ccccc1C. Product: CN1C(C(=O)Nc2ccccn2)=C(O)c2ccc3ccccc3c2S1(=O)=O. Reaction SMILES: [CH3:1][O:2][C:3](=[O:4])[C:5]1=[C:10]([OH:11])[c:9]2[c:8]([c:19]3[c:14]([cH:13][cH:12]2)[cH:15][cH:16][cH:17][cH:18]3)[S:7](=[O:20])(=[O:21])[N:6]1[CH3:22].[NH2:23][c:24]1[n:25][cH:26][cH:27][cH:28][cH:29]1.[c:30]1([CH3:31])[c:32]([CH3:33])[cH:34][cH:35][cH:36][cH:37]1>>[C:3](=[O:4])([C:5]1=[C:10]([OH:11])[c:9]2[c:8]([c:19]3[c:14]([cH:13][cH:12]2)[cH:15][cH:16][cH:17][cH:18]3)[S:7](=[O:20])(=[O:21])[N:6]1[CH3:22])[NH:23][c:24]1[n:25][cH:26][cH:27][cH:28][cH:29]1. The reactants are CO, CCOC(=O)C(C)(C)Oc1ccc(F)cc1F, [Na+], [OH-]. The product is CC(C)(Oc1ccc(F)cc1F)C(=O)O. As a reaction SMILES: [CH3:20][OH:21].[F:3][c:4]1[c:5]([O:6][C:7]([C:8](=[O:9])[O:10][CH2:11][CH3:12])([CH3:13])[CH3:14])[cH:15][cH:16][c:17]([F:19])[cH:18]1.[Na+:2].[OH-:1]>>[F:3][c:4]1[c:5]([O:6][C:7]([C:8](=[O:9])[OH:10])([CH3:13])[CH3:14])[cH:15][cH:16][c:17]([F:19])[cH:18]1. The reactants are ClCC(CCl)(O)C1=C(C=C(C=C1)C(F)(F)F)F (1,3-Dichloro-2-(2-fluoro-4-trifluoromethylphenyl)-2-propanol), [H-].[Na+] (sodium hydride). Run in C(C)(C)(C)O (tert-butyl alcohol). Reaction conditions: temperature 100 celsius. Yields the product ClCC1(OC1)C1=C(C=C(C=C1)C(F)(F)F)F (2-chloromethyl-2-(2-fluoro-4-trifluoromethylphenyl)oxirane). As a reaction SMILES: [Cl:1][CH2:2][C:3]([C:7]1[CH:12]=[CH:11][C:10]([C:13]([F:16])([F:15])[F:14])=[CH:9][C:8]=1[F:17])([OH:6])[CH2:4]Cl.[H-].[Na+]>C(O)(C)(C)C>[Cl:1][CH2:2][C:3]1([C:7]2[CH:12]=[CH:11][C:10]([C:13]([F:16])([F:15])[F:14])=[CH:9][C:8]=2[F:17])[CH2:4][O:6]1 |f:1.2|. Procedure details: 1,3-Dichloro-2-(2-fluoro-4-trifluoromethylphenyl)-2-propanol (7 g.) was added to a solution of sodium hydride (1.45 g. of 48% dispersion in oil) in tert-butyl alcohol (30 ml.) and heated at 100° C. for 1 hour. The mixture was evaporated to dryness and the residue was partitioned between ethyl acetate and water. The organic layer was separated, washed with water and dried with anhydrous magnesium sulphate, and the filtered solution was evaporated to dryness to give 2-chloromethyl-2-(2-fluoro-4-tr... Reactants: CN(C)c1ccncc1, COc1cc2nccc(Cl)c2cc1OC, Clc1ccccc1Cl, O, Cc1ccc(O)c(C(=O)c2ccccc2)n1. Product: COc1cc2nccc(Oc3ccc(C)nc3C(=O)c3ccccc3)c2cc1OC. As a reaction SMILES: [CH3:33][N:34]([CH3:35])[c:36]1[cH:37][cH:38][n:39][cH:40][cH:41]1.[Cl:17][c:18]1[cH:19][cH:20][n:21][c:22]2[cH:23][c:24]([O:30][CH3:31])[c:25]([O:28][CH3:29])[cH:26][c:27]12.[Cl:42][c:43]1[cH:44][cH:45][cH:46][cH:47][c:48]1[Cl:49].[OH2:32].[OH:1][c:2]1[c:3]([C:9](=[O:10])[c:11]2[cH:12][cH:13][cH:14][cH:15][cH:16]2)[n:4][c:5]([CH3:8])[cH:6][cH:7]1>>[O:1]([c:2]1[c:3]([C:9](=[O:10])[c:11]2[cH:12][cH:13][cH:14][cH:15][cH:16]2)[n:4][c:5]([CH3:8])[cH:6][cH:7]1)[c:18]1[cH:19][cH:20][n:21][c:22]2[cH:23][c:24]([O:30][CH3:31])[c:25]([O:28][CH3:29])[cH:26][c:27]12.